This data is from the Open Reaction Database (ORD), a public repository of structured organic reaction records. The task is: describe an organic reaction: reactants, conditions, products, and yield The reactants are C(C)(=O)N1\C(\C2=CC(=C(C=C2CC1)OC)OC(C)=O)=C/C1=CC(=C(C=C1)OC)OC(C)=O ((Z)-N-acetyl-7-acetoxy-1-(3-acetoxy-4-methoxyphenylmethylene)-6-methoxy-1,2,3,4-tetrahydroisoquinoline), C(C)O (ethanol), Ru2Cl4 ((R)-(+)-BINAP)2N(C2H5)3. The solvent is C(Cl)Cl (methylene chloride), C(Cl)Cl (methylene chloride). Conditions: temperature 23 celsius, time 62 hour. Yields the product C(C)(=O)N1[C@@H](C2=CC(=C(C=C2CC1)OC)OC(C)=O)CC1=CC(=C(C=C1)OC)OC(C)=O ((R)-N-acetyl-7-acetoxy-1-(3-acetoxy-4-methoxyphenylmethyl)-6-methoxy-1,2,3,4-tetrahydroisoquinoline). The yield is 87.8%. As a reaction SMILES: [C:1]([N:4]1[CH2:13][CH2:12][C:11]2[C:6](=[CH:7][C:8]([O:16][C:17](=[O:19])[CH3:18])=[C:9]([O:14][CH3:15])[CH:10]=2)/[C:5]/1=[CH:20]/[C:21]1[CH:26]=[CH:25][C:24]([O:27][CH3:28])=[C:23]([O:29][C:30](=[O:32])[CH3:31])[CH:22]=1)(=[O:3])[CH3:2].C(O)C>C(Cl)Cl>[C:1]([N:4]1[CH2:13][CH2:12][C:11]2[C:6](=[CH:7][C:8]([O:16][C:17](=[O:19])[CH3:18])=[C:9]([O:14][CH3:15])[CH:10]=2)[C@H:5]1[CH2:20][C:21]1[CH:26]=[CH:25][C:24]([O:27][CH3:28])=[C:23]([O:29][C:30](=[O:32])[CH3:31])[CH:22]=1)(=[O:3])[CH3:2]. Procedure: In a dried Schlenk-tube having its atmosphere displaced with argon, 118.6 mg (0.270 mmol) of (Z)-N-acetyl-7-acetoxy-1-(3-acetoxy-4-methoxyphenylmethylene)-6-methoxy-1,2,3,4-tetrahydroisoquinoline was charged and dissolved in 1.5 ml of methylene chloride. To the solution was further added 7.5 ml of ethanol, followed by degasification by freezing three times. Separately, in a dried Schlenk-tube having its atmosphere displaced with argon, 1.1 mg (6.5×10-4 mmol) of Ru2Cl4 ((R)-(+)-BINAP)2N(C2H5)3 wa... Starting materials: FC1=C(C(=C(C(=C1CO)F)F)F)F (pentafluorobenzyl alcohol), ClC(C(F)(F)N(CC)CC)F (2-chloro-1-diethylamino-1,1,2-trifluoroethane). Run in C(Cl)Cl (methylene dichloride). Conditions: temperature 0 celsius, time 18 hour. The product is FC1=C(C(=C(C(=C1CF)F)F)F)F (pentafluorobenzyl fluoride). RXN SMILES: [F:1][C:2]1[C:7]([CH2:8]O)=[C:6]([F:10])[C:5]([F:11])=[C:4]([F:12])[C:3]=1[F:13].ClC(F)C(N(CC)CC)(F)[F:17]>C(Cl)Cl>[F:1][C:2]1[C:7]([CH2:8][F:17])=[C:6]([F:10])[C:5]([F:11])=[C:4]([F:12])[C:3]=1[F:13]. Procedure: A mixture of pentafluorobenzyl alcohol (3.0 g) and dry methylene dichloride (50 ml) was cooled to a temperature of 0° C. in an ice-bath and 2-chloro-1-diethylamino-1,1,2-trifluoroethane (4.3 g) was slowly added to the cooled, stirred mixture over a period of ten minutes. After standing for a period of 18 hr at 0° C. the reaction mixture was poured into ice and the organic layer was separated and washed with IM aqueous sodium carbonate solution. The organic layer was dried over anhydrous sodium s... The reactants are CCO, O=c1[nH]c(N[N+](=O)[O-])ncc1Cc1ccncc1, CCCN(CCCCN)c1ccccn1, O, O, c1ccncc1. Product: CCCN(CCCCNc1ncc(Cc2ccncc2)c(=O)[nH]1)c1ccccn1. As a reaction SMILES: [CH2:35]([OH:36])[CH3:37].[N+:16]([NH:17][c:20]1[n:21][cH:22][c:23]([CH2:27][c:28]2[cH:29][cH:30][n:31][cH:32][cH:33]2)[c:24](=[O:26])[nH:25]1)([O-:18])=[O:19].[NH2:1][CH2:2][CH2:3][CH2:4][CH2:5][N:6]([CH2:7][CH2:8][CH3:9])[c:10]1[n:11][cH:12][cH:13][cH:14][cH:15]1.[OH2:34].[OH2:44].[cH:38]1[cH:39][cH:40][n:41][cH:42][cH:43]1>>[NH:1]([CH2:2][CH2:3][CH2:4][CH2:5][N:6]([CH2:7][CH2:8][CH3:9])[c:10]1[n:11][cH:12][cH:13][cH:14][cH:15]1)[c:20]1[n:21][cH:22][c:23]([CH2:27][c:28]2[cH:29][cH:30][n:31][cH:32][cH:33]2)[c:24](=[O:26])[nH:25]1. Starting materials: SC=1C=C2CCC(N(C2=CC1)C)=O (6-mercapto-1-methyl-1,2,3,4-tetrahydroquinolin-2-one), C(C)C1OCCC(C1)(C1=CC(=CC=C1)I)O ((2SR,4RS)-2-ethyl-4-hydroxy-4-(3-iodophenyl)tetrahydropyran). Product: C(C)C1OCCC(C1)(C1=CC(=CC=C1)SC=1C=C2CCC(N(C2=CC1)C)=O)O ((2SR,4RS)-2-ethyl-4-hydroxy-4-[3-(1-methyl-2-oxo-1,2,3,4-tetrahydroquinolin-6-ylthio)phenyl]tetrahydropyran). Isolated yield 63.0%. As a reaction SMILES: [SH:1][C:2]1[CH:3]=[C:4]2[C:9](=[CH:10][CH:11]=1)[N:8]([CH3:12])[C:7](=[O:13])[CH2:6][CH2:5]2.[CH2:14]([CH:16]1[CH2:21][C:20]([OH:29])([C:22]2[CH:27]=[CH:26][CH:25]=[C:24](I)[CH:23]=2)[CH2:19][CH2:18][O:17]1)[CH3:15]>>[CH2:14]([CH:16]1[CH2:21][C:20]([OH:29])([C:22]2[CH:27]=[CH:26][CH:25]=[C:24]([S:1][C:2]3[CH:3]=[C:4]4[C:9](=[CH:10][CH:11]=3)[N:8]([CH3:12])[C:7](=[O:13])[CH2:6][CH2:5]4)[CH:23]=2)[CH2:19][CH2:18][O:17]1)[CH3:15]. Procedure details: Using an analogous procedure to that described in Example 6, 6-mercapto-1-methyl-1,2,3,4-tetrahydroquinolin-2-one was reacted with (2SR,4RS)-2-ethyl-4-hydroxy-4-(3-iodophenyl)tetrahydropyran to give (2SR,4RS)-2-ethyl-4-hydroxy-4-[3-(1-methyl-2-oxo-1,2,3,4-tetrahydroquinolin-6-ylthio)phenyl]tetrahydropyran in 63% yield as a gum; Reactants: N1C=NC=C1 (imidazole), C(C)(C)(C)[Si](Cl)(C)C (tert-butyl dimethylchlorosilane), O[C@@H]1C[C@H](N(C1)C)C(=O)OC (methyl (2S,4R)-4-hydroxy-1-methyl-pyrrolidine-2-carboxylate). The solvent is ClCCl (dichloromethane), ClCCl (dichloromethane). Reaction conditions: time 12 hour. Product: [Si](C)(C)(C(C)(C)C)O[C@@H]1C[C@H](N(C1)C)C(=O)OC (methyl (2S,4R)-4-(tert-butyl(dimethyl)silyl)oxy-1-methyl-pyrrolidine-2-carboxylate). As a reaction SMILES: [OH:1][C@H:2]1[CH2:6][N:5]([CH3:7])[C@H:4]([C:8]([O:10][CH3:11])=[O:9])[CH2:3]1.N1C=CN=C1.[C:17]([Si:21]([CH3:24])([CH3:23])Cl)([CH3:20])([CH3:19])[CH3:18]>ClCCl>[Si:21]([O:1][C@H:2]1[CH2:6][N:5]([CH3:7])[C@H:4]([C:8]([O:10][CH3:11])=[O:9])[CH2:3]1)([C:17]([CH3:20])([CH3:19])[CH3:18])([CH3:24])[CH3:23]. Reported procedure: Methyl (2S,4R)-4-hydroxy-1-methyl-pyrrolidine-2-carboxylate 3b (6 g, 37 mmol) was dissolved in 100 mL of dichloromethane, followed by addition of imidazole (7.70 g, 113 mmol) and tert-butyl dimethylchlorosilane (6.80 g, 45 mmol) successively. After stirring for 12 hours, the reaction mixture was diluted with 100 mL of dichloromethane, washed with water (50 mL) and saturated brine (50 mL) successively, dried over anhydrous sodium sulfate, filtered and concentrated under reduced pressure and the r... Starting materials: COc1ccc(C=Cc2ccccc2C(=O)O)cc1, CO. Product: COc1ccc(CCc2ccccc2C(=O)O)cc1. RXN SMILES: [CH3:1][O:2][c:3]1[cH:4][cH:5][c:6]([CH:9]=[CH:10][c:11]2[c:12]([C:13](=[O:14])[OH:15])[cH:16][cH:17][cH:18][cH:19]2)[cH:7][cH:8]1.[CH3:20][OH:21]>>[CH3:1][O:2][c:3]1[cH:4][cH:5][c:6]([CH2:9][CH2:10][c:11]2[c:12]([C:13](=[O:14])[OH:15])[cH:16][cH:17][cH:18][cH:19]2)[cH:7][cH:8]1. Reactants: CCC(C(=O)[O-])C1CN=C(c2cc3cc(Oc4ccc(COC)nc4)cc(OC4CCOCC4)c3[nH]2)S1, CCO, [Na+], C1CCOC1, [OH-]. Yields the product COCc1ccc(Oc2cc(OC3CCOCC3)c3[nH]c(C4=NCC(CC(=O)O)S4)cc3c2)cn1. As a reaction SMILES: [CH2:1]([CH3:2])[CH:3]([C:4](=[O:5])[O-:6])[CH:7]1[CH2:8][N:9]=[C:10]([c:12]2[nH:13][c:14]3[c:15]([O:31][CH:32]4[CH2:33][CH2:34][O:35][CH2:36][CH2:37]4)[cH:16][c:17]([O:21][c:22]4[cH:23][n:24][c:25]([CH2:28][O:29][CH3:30])[cH:26][cH:27]4)[cH:18][c:19]3[cH:20]2)[S:11]1.[CH3:45][CH2:46][OH:47].[Na+:39].[O:40]1[CH2:41][CH2:42][CH2:43][CH2:44]1.[OH-:38]>>[CH2:3]([C:4](=[O:5])[OH:6])[CH:7]1[CH2:8][N:9]=[C:10]([c:12]2[nH:13][c:14]3[c:15]([O:31][CH:32]4[CH2:33][CH2:34][O:35][CH2:36][CH2:37]4)[cH:16][c:17]([O:21][c:22]4[cH:23][n:24][c:25]([CH2:28][O:29][CH3:30])[cH:26][cH:27]4)[cH:18][c:19]3[cH:20]2)[S:11]1. The reactants are C(C)(C)(C)OC(NC(CC1=CC=C(C=C1)C1=CC(=C(C=C1)F)Cl)CO)=O ([2-(3′-Chloro-4′-fluoro-biphenyl-4-yl)-1-hydroxymethyl-ethyl]-carbamic acid tert-butyl ester), CS(=O)(=O)Cl (methanesulfonyl chloride), N1=CC=CC=C1 (pyridine). Solvent: ClCCl (dichloromethane), ClCCl (dichloromethane). Reaction conditions: time 4 hour. Yields the product C(C)(C)(C)OC(=O)NC(COS(=O)(=O)C)CC1=CC=C(C=C1)C1=CC(=C(C=C1)F)Cl (methanesulfonic acid 2-tert-butoxycarbonylamino-3-(3′-chloro-4′-fluoro-biphenyl-4-yl)-propyl ester). Isolated yield 75.6%. As a reaction SMILES: [C:1]([O:5][C:6](=[O:26])[NH:7][CH:8]([CH2:24][OH:25])[CH2:9][C:10]1[CH:15]=[CH:14][C:13]([C:16]2[CH:21]=[CH:20][C:19]([F:22])=[C:18]([Cl:23])[CH:17]=2)=[CH:12][CH:11]=1)([CH3:4])([CH3:3])[CH3:2].[CH3:27][S:28](Cl)(=[O:30])=[O:29].N1C=CC=CC=1>ClCCl>[C:1]([O:5][C:6]([NH:7][CH:8]([CH2:9][C:10]1[CH:15]=[CH:14][C:13]([C:16]2[CH:21]=[CH:20][C:19]([F:22])=[C:18]([Cl:23])[CH:17]=2)=[CH:12][CH:11]=1)[CH2:24][O:25][S:28]([CH3:27])(=[O:30])=[O:29])=[O:26])([CH3:3])([CH3:2])[CH3:4]. Procedure details: [2-(3′-Chloro-4′-fluoro-biphenyl-4-yl)-1-hydroxymethyl-ethyl]-carbamic acid tert-butyl ester (0.78 g, 2.05 mmol) was treated with methanesulfonyl chloride (0.235 g, 2.05 mmol) and pyridine (0.49 g, 6.15 mmol) in 5 mL of anhydrous dichloromethane at 0° C. The reaction mixture was allowed to come to room temperature and stirred for 4 h. The reaction mixture was diluted with 10 mL of dichloromethane and washed with water, brine and dried over Na2SO4. Solvent was removed under reduced pressure and s... Starting materials: ClC1=NC(=C(C(=N1)Cl)C(C)C)Cl (2,4,6-trichloro-5-(1-methylethyl)-pyrimidine), C[O-].[Na+] (sodium methoxide), CO (methanol), O (water). The solvent is C(C)(C)OC(C)C (isopropyl ether). Product: ClC1=C(C(=NC(=N1)OC)OC)C(C)C (6-chloro-2,4-dimethoxy-5-(1-methylethyl)pyrimidine). Isolated yield 79.0%. RXN SMILES: [CH3:1][O-:2].[Na+].Cl[C:5]1[N:10]=[C:9]([Cl:11])[C:8]([CH:12]([CH3:14])[CH3:13])=[C:7](Cl)[N:6]=1.[OH2:16].[CH3:17]O>C(OC(C)C)(C)C>[Cl:11][C:9]1[N:10]=[C:5]([O:2][CH3:1])[N:6]=[C:7]([O:16][CH3:17])[C:8]=1[CH:12]([CH3:14])[CH3:13] |f:0.1|. Procedure details: 112 g of 30% sodium methoxide in methanol are added, in a 0.5 liter reactor rendered inert with nitrogen and equipped with an anchor stirrer, to the solution of compound of Example 2 (70 g, 0.31 mol) in 400 ml of isopropyl ether. The medium is kept stirred at ambient temperature. When there is no more change, 140 ml of water are added and the organic and aqueous phases are separated. The organic phase is washed with water and dried by evaporation of the solvent under vacuum. The oily residue is ...